This data is from the Open Reaction Database (ORD), a public repository of structured organic reaction records. The task is: describe an organic reaction: reactants, conditions, products, and yield Starting materials: COC(=O)C1=CC=C(CC=2CS[C@H]3N(C2C(=O)O)C([C@H]3NC(CC3=CC=CC=C3)=O)=O)O1 (3-(5-methoxycarbonylfurfuryl)-7β-phenylacetylamino-ceph- 3-em-4-carboxylic acid), N1=CC=CC=C1 (pyridine), P(Cl)(Cl)(Cl)(Cl)Cl (phosphorous pentachloride), N1=CC=CC=C1 (pyridine), C[Si](Cl)(C)C (trimethylchlorosilane). The solvent is C(=O)O (formic acid), C(Cl)Cl (methylene chloride), C(Cl)Cl (methylene chloride), C(C)N(CC)CC (triethylamine), CO (methanol), C(C)N(CC)CC (triethylamine). Run at time 40 minute. Yields the product N[C@H]1[C@@H]2N(C(=C(CS2)CC2=CC=C(O2)C(=O)OC)C(=O)O)C1=O (7β-amino-3-(5-methoxycarbonyl-furfuryl)-ceph-3-em-4-carboxylic acid). RXN SMILES: [CH3:1][O:2][C:3]([C:5]1[O:32][C:8]([CH2:9][C:10]2[CH2:11][S:12][C@@H:13]3[C@H:20]([NH:21]C(=O)CC4C=CC=CC=4)[C:19](=[O:31])[N:14]3[C:15]=2[C:16]([OH:18])=[O:17])=[CH:7][CH:6]=1)=[O:4].N1C=CC=CC=1.C[Si](C)(C)Cl.P(Cl)(Cl)(Cl)(Cl)Cl>C(Cl)Cl.C(N(CC)CC)C.C(O)=O.CO>[NH2:21][C@@H:20]1[C:19](=[O:31])[N:14]2[C:15]([C:16]([OH:18])=[O:17])=[C:10]([CH2:9][C:8]3[O:32][C:5]([C:3]([O:2][CH3:1])=[O:4])=[CH:6][CH:7]=3)[CH2:11][S:12][C@H:13]12. Reported procedure: A suspension of 0.456 g of 3-(5-methoxycarbonylfurfuryl)-7β-phenylacetylamino-ceph- 3-em-4-carboxylic acid in 30 ml of absolute methylene chloride is stirred for 30 minutes at 30° with 0.89 ml of absolute pyridine and 1.5 ml of trimethylchlorosilane. The resulting clear yellow solution is treated with 1.08 ml of pyridine and cooled to below -20°, then 8.9 ml of an 8% phosphorous pentachloride solution in methylene chloride is added dropwise and the solution is stirred for 40 minutes at a tempera... The reactants are C(=O)O[C@H]1C[C@H]2CC([C@H]3[C@@H]4CC[C@H]([C@@H](CCC(=O)NC(CO)(C)C)C)[C@]4(CC[C@@H]3[C@]2(CC1)C)C)=O (2-(3α-formyloxy-7-keto-5β-cholan-24-amido)-2-methyl-1-propanol), CC(=O)C (acetone), [OH-].[Na+] (sodium hydroxide). The solvent is O (water). Reaction conditions: time 1 hour. The product is O[C@H]1C[C@H]2CC([C@H]3[C@@H]4CC[C@H]([C@@H](CCC(=O)NC(CO)(C)C)C)[C@]4(CC[C@@H]3[C@]2(CC1)C)C)=O (2-(3α-hydroxy-7-keto-5β-cholan-24-amido)-2-methyl-1-propanol). Reaction SMILES: C([O:3][C@@H:4]1[CH2:32][CH2:31][C@@:30]2([CH3:33])[C@H:6]([CH2:7][C:8](=[O:35])[C@@H:9]3[C@@H:29]2[CH2:28][CH2:27][C@@:26]2([CH3:34])[C@H:10]3[CH2:11][CH2:12][C@@H:13]2[C@H:14]([CH3:25])[CH2:15][CH2:16][C:17]([NH:19][C:20]([CH3:24])([CH3:23])[CH2:21][OH:22])=[O:18])[CH2:5]1)=O.CC(C)=O.[OH-].[Na+]>O>[OH:3][C@@H:4]1[CH2:32][CH2:31][C@@:30]2([CH3:33])[C@H:6]([CH2:7][C:8](=[O:35])[C@@H:9]3[C@@H:29]2[CH2:28][CH2:27][C@@:26]2([CH3:34])[C@H:10]3[CH2:11][CH2:12][C@@H:13]2[C@H:14]([CH3:25])[CH2:15][CH2:16][C:17]([NH:19][C:20]([CH3:24])([CH3:23])[CH2:21][OH:22])=[O:18])[CH2:5]1 |f:2.3|. Procedure details: To 10 grams of 2-(3α-formyloxy-7-keto-5β-cholan-24-amido)-2-methyl-1-propanol in 300 ml. of acetone was added dropwise, 200 ml. of 0.2N sodium hydroxide over a period of 30 minutes and the mixture was then permitted to stand for 1 hour. One liter of water was added to yield white crystals which were then filtered washed with water, dried and recrystallized from chloroform-acetone to obtain 2-(3α-hydroxy-7-keto-5β-cholan-24-amido)-2-methyl-1-propanol. Reactants: ClC1=NC=CN=C1OCCOC1=CC=C(C=C1)Cl (2-chloro-3-[2-(4-chlorophenoxy)ethoxy]pyrazine), 0, C(C)N1CCNCC1 (N-ethylpiperazine). Yields the product C(C)N1CCN(CC1)C=1C(=NC=CN1)OCCOC1=CC=C(C=C1)Cl (2-(4-Chlorophenoxy)ethyl 3-(4-ethyl-1-piperazinyl)-2-pyrazinyl ether). RXN SMILES: Cl[C:2]1[C:7]([O:8][CH2:9][CH2:10][O:11][C:12]2[CH:17]=[CH:16][C:15]([Cl:18])=[CH:14][CH:13]=2)=[N:6][CH:5]=[CH:4][N:3]=1.[CH2:19]([N:21]1[CH2:26][CH2:25][NH:24][CH2:23][CH2:22]1)[CH3:20]>>[CH2:19]([N:21]1[CH2:26][CH2:25][N:24]([C:2]2[C:7]([O:8][CH2:9][CH2:10][O:11][C:12]3[CH:17]=[CH:16][C:15]([Cl:18])=[CH:14][CH:13]=3)=[N:6][CH:5]=[CH:4][N:3]=2)[CH2:23][CH2:22]1)[CH3:20]. Reported procedure: The title compound was prepared according to the procedure described in Example 4. Step 2. starting from 2-chloro-3-[2-(4-chlorophenoxy)ethoxy]pyrazine* (150 mg, 0 53 mmol) and N-ethylpiperazine (221 mg, 1.93 mmol) with the exception that a final extraction step between EtOAc and 5% aqueous NaOH was carried out. This gave 138 mg (72%) of the title product. HRMS m/z calcd for C18H23ClN4O2 (M)+ 362 1510, found 362.1526. Anal. (C18H23ClN4O2) C, H, N. Reactants: C1(CCCC1)NC1=NC(=NC(=C1C)C)NCC1=NC=CC=C1 (N4-cyclopentyl-5,6-dimethyl-N2-(pyridin-2-ylmethyl)pyrimidine-2,4-diamine), O1CCC(C2=CC=CC=C12)N (3,4-dihydro-2H-chromen-4-ylamine). The product is O1CCC(C2=CC=CC=C12)NC1=NC(=NC(=C1C)C)NCC1=NC=CC=C1 (N4-(3,4-dihydro-2H-chromen-4-yl)-5,6-dimethyl-N2-(pyridin-2-ylmethyl)pyrimidine-2,4-diamine). As a reaction SMILES: C1(N[C:7]2[C:12]([CH3:13])=[C:11]([CH3:14])[N:10]=[C:9]([NH:15][CH2:16][C:17]3[CH:22]=[CH:21][CH:20]=[CH:19][N:18]=3)[N:8]=2)CCCC1.[O:23]1[C:32]2[C:27](=[CH:28][CH:29]=[CH:30][CH:31]=2)[CH:26]([NH2:33])[CH2:25][CH2:24]1>>[O:23]1[C:32]2[C:27](=[CH:28][CH:29]=[CH:30][CH:31]=2)[CH:26]([NH:33][C:7]2[C:12]([CH3:13])=[C:11]([CH3:14])[N:10]=[C:9]([NH:15][CH2:16][C:17]3[CH:22]=[CH:21][CH:20]=[CH:19][N:18]=3)[N:8]=2)[CH2:25][CH2:24]1. Procedure: The titled compound was synthesized according to the procedure described for preparation of N4-cyclopentyl-5,6-dimethyl-N2-(pyridin-2-ylmethyl)pyrimidine-2,4-diamine (Example 29) using 3,4-dihydro-2H-chromen-4-ylamine instead of cyclopentanamine. The crude material was purified by column chromatography eluting with mixture of chloroform/ethanol/20% water solution of ammonia (200:10:1), and then the final product was washed with diethyl ether to afford the titled compound as a white solid. 1H NMR...